The task is: describe an organic reaction: reactants, conditions, products, and yield. This data is from the Open Reaction Database (ORD), a public repository of structured organic reaction records. The reactants are COC([O-])=O.C[N+](CC)(C)C (trimethylethylammonium monomethylcarbonate). The solvent is O (water). Run at time 3 hour. Yields the product C(O)([O-])=O.C[N+](CC)(C)C (Trimethylethylammonium hydrogencarbonate). RXN SMILES: C[O:2][C:3](=[O:5])[O-:4].[CH3:6][N+:7]([CH3:11])([CH3:10])[CH2:8][CH3:9]>O>[C:3](=[O:2])([O-:5])[OH:4].[CH3:6][N+:7]([CH3:11])([CH3:10])[CH2:8][CH3:9] |f:0.1,3.4|. Reported procedure: 114.1 g of trimethylethylammonium monomethylcarbonate and 75.6 g of water were introduced in the same reactor as used in Preparation Example 1 and heated with stirring. After the temperature in the reactor reached 120° C., the reaction was continued for 3 hours at 120° C. Trimethylethylammonium hydrogencarbonate was obtained in a yield of 96.3 mol %. Reaction SMILES: [Br:2][c:3]1[cH:4][c:5]([CH2:10][NH2:11])[cH:6][cH:7][c:8]1[F:9].[CH3:12][C:13](=[O:14])[O:15][C:16](=[O:17])[CH3:18].[ClH:1].[cH:19]1[cH:20][cH:21][n:22][cH:23][cH:24]1>>[Br:2][c:3]1[cH:4][c:5]([CH2:10][NH:11][C:13]([CH3:12])=[O:14])[cH:6][cH:7][c:8]1[F:9]. Starting materials: NCc1ccc(F)c(Br)c1, CC(=O)OC(C)=O, Cl, c1ccncc1. The product is CC(=O)NCc1ccc(F)c(Br)c1.